This data is from the Open Reaction Database (ORD), a public repository of structured organic reaction records. The task is: describe an organic reaction: reactants, conditions, products, and yield Reactants: CCCCCCCCCCOc1ccc(-c2ccc(C(=O)O)cc2)cc1, O=S(Cl)Cl. Yields the product CCCCCCCCCCOc1ccc(-c2ccc(C(=O)O)cc2)cc1, [Cl-]. Reaction SMILES: [CH2:1]([CH2:2][CH2:3][CH2:4][CH2:5][CH2:6][CH2:7][CH2:8][CH2:9][CH3:10])[O:11][c:12]1[cH:13][cH:14][c:15](-[c:18]2[cH:19][cH:20][c:21]([C:24](=[O:25])[OH:26])[cH:22][cH:23]2)[cH:16][cH:17]1.[S:27]([Cl:28])([Cl:29])=[O:30]>>[CH2:1]([CH2:2][CH2:3][CH2:4][CH2:5][CH2:6][CH2:7][CH2:8][CH2:9][CH3:10])[O:11][c:12]1[cH:13][cH:14][c:15](-[c:18]2[cH:19][cH:20][c:21]([C:24](=[O:25])[OH:26])[cH:22][cH:23]2)[cH:16][cH:17]1.[Cl-:29]. Starting materials: COC(=O)C(Br)c1ccc(Oc2ccc(Cl)cc2)cc1, Oc1cccc2c1CCC2, C[O-], CO, [I-], [K+], [Na+], O, c1ccccc1. Yields the product COC(=O)C(Oc1cccc2c1CCC2)c1ccc(Oc2ccc(Cl)cc2)cc1. RXN SMILES: [Br:16][CH:17]([C:18](=[O:19])[O:20][CH3:21])[c:22]1[cH:23][cH:24][c:25]([O:28][c:29]2[cH:30][cH:31][c:32]([Cl:35])[cH:33][cH:34]2)[cH:26][cH:27]1.[CH2:1]1[CH2:2][CH2:3][c:4]2[c:5]([OH:10])[cH:6][cH:7][cH:8][c:9]21.[CH3:11][O-:12].[CH3:36][OH:37].[I-:15].[K+:14].[Na+:13].[OH2:44].[cH:38]1[cH:39][cH:40][cH:41][cH:42][cH:43]1>>[CH2:1]1[CH2:2][CH2:3][c:4]2[c:5]([O:10][CH:17]([C:18](=[O:19])[O:20][CH3:21])[c:22]3[cH:23][cH:24][c:25]([O:28][c:29]4[cH:30][cH:31][c:32]([Cl:35])[cH:33][cH:34]4)[cH:26][cH:27]3)[cH:6][cH:7][cH:8][c:9]21. The reactants are ClC=1C=C(C=CC1Cl)CC(=O)N1CCC2=CC(=CC=C12)S(=O)(=O)N (1-(2-(3,4-dichlorophenyl)acetyl)indoline-5-sulfonamide), N1CCC2=CC(=CC=C12)S(=O)(=O)N (indoline-5-sulfonamide), N1CCC2=CC(=CC=C12)S(=O)(=O)N (indoline-5-sulfonamide), C1(=CC=CC=C1)SCC(=O)O (2-(phenylthio)acetic acid). Yields the product C1(=CC=CC=C1)SCC(=O)N1CCC2=CC(=CC=C12)S(=O)(=O)N (1-(2-(Phenylthio)acetyl)indoline-5-sulfonamide). Yield: 45.0%. RXN SMILES: ClC1C=C([CH2:9][C:10]([N:12]2[C:20]3[C:15](=[CH:16][C:17]([S:21]([NH2:24])(=[O:23])=[O:22])=[CH:18][CH:19]=3)[CH2:14][CH2:13]2)=[O:11])C=CC=1Cl.N1[C:33]2[C:28](=[CH:29][C:30]([S:34](N)(=O)=O)=[CH:31][CH:32]=2)CC1.C1(SCC(O)=O)C=CC=CC=1>>[C:30]1([S:34][CH2:9][C:10]([N:12]2[C:20]3[C:15](=[CH:16][C:17]([S:21]([NH2:24])(=[O:22])=[O:23])=[CH:18][CH:19]=3)[CH2:14][CH2:13]2)=[O:11])[CH:31]=[CH:32][CH:33]=[CH:28][CH:29]=1. Procedure details: Following a procedure analogous to that for the synthesis of Intermediate 64, indoline-5-sulfonamide (Intermediate 54A, 120 mg, 0.60 mmol) and 2-(phenylthio)acetic acid (117 mg, 0.70 mmol) were converted to the title compound (100 mg, 45%). 1H NMR (DMSO-d6) δ 8.09 (d, J=8.4 Hz, 1H), 7.67-7.62 (m, 2H), 7.43-7.40 (m, 2H), 7.34-7.30 (m, 2H), 7.22-7.19 (m, 3H), 4.29 (t, J=8.6 Hz, 2H), 4.17 (s, 2H), 3.23 (t, J=8.5 Hz, 2H); MS(ESI+) m/z 348.9 (M+H)+. Reactants: C1(CC1)C(=O)Cl (cyclopropyl carbonyl chloride), COC(=O)C=1C=C(C2=C(S(CC3=C(O2)C(=CC(=C3)N3CCNCC3)Cl)(=O)=O)C1)C (4-Chloro-6-methyl-10,10-dioxo-2-piperazin-1-yl-10,11-dihydro-5-oxa-10lambda*6*-thia-dibenzo[a,d]cycloheptene-8-carboxylic acid methyl ester). Solvent: ClCCl (dichloromethane), N1=CC=CC=C1 (pyridine), ClCCl (dichloromethane). Run at time 45 minute. The product is ClC1=CC(=CC2=C1OC1=C(S(C2)(=O)=O)C=C(C=C1C)C(=O)O)N1CCN(CC1)C(=O)C1CC1 (4-Chloro-2-(4-cyclopropanecarbonyl-piperazin-1-yl)-6-methyl-10,10-dioxo-10,11-dihydro-5-oxa-10lambda*6*-thia-dibenzo[a,d]cycloheptene-8-carboxylic acid). As a reaction SMILES: [CH:1]1([C:4](Cl)=[O:5])[CH2:3][CH2:2]1.C[O:8][C:9]([C:11]1[CH:12]=[C:13]([CH3:35])[C:14]2[O:20][C:19]3[C:21]([Cl:31])=[CH:22][C:23]([N:25]4[CH2:30][CH2:29][NH:28][CH2:27][CH2:26]4)=[CH:24][C:18]=3[CH2:17][S:16](=[O:33])(=[O:32])[C:15]=2[CH:34]=1)=[O:10]>ClCCl.N1C=CC=CC=1>[Cl:31][C:21]1[C:19]2[O:20][C:14]3[C:13]([CH3:35])=[CH:12][C:11]([C:9]([OH:10])=[O:8])=[CH:34][C:15]=3[S:16](=[O:32])(=[O:33])[CH2:17][C:18]=2[CH:24]=[C:23]([N:25]2[CH2:26][CH2:27][N:28]([C:4]([CH:1]3[CH2:3][CH2:2]3)=[O:5])[CH2:29][CH2:30]2)[CH:22]=1. Procedure details: A solution of cyclopropyl carbonyl chloride (0.22 mL, 2.4 mmol) in dichloromethane (2 mL) was added to a suspension of Example 104k (0.35 g, 0.8 mmol) in pyridine (3 mL)/dichloromethane (1 mL) at 10° C. The reaction mixture was stirred for 45 min, concentrated, treated with chilled water and dilute HCl to pH 6. The precipitated solid was filtered and dried to obtain the title compound. Yield: 0.372 g, (91.5%); 1H NMR (DMSO-d6): δ 0.76 (m, 4H, 2CH2); 2.06 (m, 1H, CH); 2.68 (s, 3H, CH3); 3.24 (s, ... Reactants: [OH-].[Na+] (NaOH), FC(S(=O)(=O)O)(F)F (Trifluoromethane sulfonic acid), C1(=CC=CC=C1)OC (anisole), FC1=C2C3C(CN4C2=C(C=C1)CN(CC4)C(=O)OCC4=CC=CC=C4)CCC3 (Benzyl 1-fluoro-6,7,9,9a,10,11,12,12a-octahydrocyclopenta[c][1,4]diazepino[6,7,1-ij]quinoline-5(4H)-carboxylate), C(Cl)Cl (methylene chloride). As a reaction SMILES: [F:1][C:2]1[CH:11]=[CH:10][C:9]2[CH2:12][N:13](C(OCC3C=CC=CC=3)=O)[CH2:14][CH2:15][N:7]3[C:8]=2[C:3]=1[CH:4]1[CH2:28][CH2:27][CH2:26][CH:5]1[CH2:6]3.FC(F)(F)S(O)(=O)=O.C1(OC)C=CC=CC=1.[OH-].[Na+].C(Cl)[Cl:48]>>[ClH:48].[F:1][C:2]1[CH:11]=[CH:10][C:9]2[CH2:12][NH:13][CH2:14][CH2:15][N:7]3[C:8]=2[C:3]=1[CH:4]1[CH2:28][CH2:27][CH2:26][CH:5]1[CH2:6]3 |f:3.4,6.7|. Procedure details: The compound of Example 25 (0.350 g, 0.92 mmol) was dissolved in methylene chloride (1.41 mL). Trifluoromethane sulfonic acid (0.570 mL, 6.4 mmol) and anisole (0.300 mL, 2.7 mmol) were added at room temperature. After 4.5 hours, the pH of the reaction mixture was adjusted to a pH of 8 to 9 with 1N NaOH, and the solution was stirred for 20 minutes. The contents of the flask were transferred to a separatory funnel and extracted with methylene chloride (3×). The combined organic extracts were dried... The yield is 67.0%. The product is Cl.FC1=C2C3C(CN4C2=C(C=C1)CNCC4)CCC3 (1-fluoro-4,5,6,7,9,9a,10,11,12,12a-decahydrocyclopenta[c][1,4]diazepino[6,7,1-ij]quinoline hydrochloride). Reaction conditions: time 4.5 hour. Reactants: FC(C(=O)O)(F)F (Trifluoroacetic acid), C(C)(C)(C)OC(=O)NC1=C2C=CN(C2=CC(=C1)F)C(C(=O)OC)(CC)C1=CC=C(C=C1)Cl (methyl 2-(4-(tert-butoxycarbonylamino)-6-fluoro-1H-indol-1-yl)-2-(4-chlorophenyl)butanoate). The solvent is C(Cl)Cl (DCM). Reaction conditions: time 1 hour. Product: NC1=C2C=CN(C2=CC(=C1)F)C(C(=O)OC)(CC)C1=CC=C(C=C1)Cl (methyl 2-(4-amino-6-fluoro-1H-indol-1-yl)-2-(4-chlorophenyl)butanoate). RXN SMILES: FC(F)(F)C(O)=O.C(OC([NH:15][C:16]1[CH:24]=[C:23]([F:25])[CH:22]=[C:21]2[C:17]=1[CH:18]=[CH:19][N:20]2[C:26]([C:33]1[CH:38]=[CH:37][C:36]([Cl:39])=[CH:35][CH:34]=1)([CH2:31][CH3:32])[C:27]([O:29][CH3:30])=[O:28])=O)(C)(C)C>C(Cl)Cl>[NH2:15][C:16]1[CH:24]=[C:23]([F:25])[CH:22]=[C:21]2[C:17]=1[CH:18]=[CH:19][N:20]2[C:26]([C:33]1[CH:34]=[CH:35][C:36]([Cl:39])=[CH:37][CH:38]=1)([CH2:31][CH3:32])[C:27]([O:29][CH3:30])=[O:28]. Procedure: Trifluoroacetic acid (4 mL) was added rapidly dropwise to a stirred solution of methyl 2-(4-(tert-butoxycarbonylamino)-6-fluoro-1H-indol-1-yl)-2-(4-chlorophenyl)butanoate (0.92 g, 2 mmol) in DCM (10 mL) at 0° C. After 1 h, the reaction was quenched by careful addition of saturated aqueous sodium bicarbonate, followed by extraction with ether. The organic layers were washed with saturated aqueous sodium bicarbonate, dried over sodium sulfate, filtered and concentrated in vacuo to afford the title... Starting materials: ClC=1C(=C(C=CC1)[C@H]1[C@@H](N[C@H]([C@]1(C#N)C1=C(C=C(C=C1)Cl)F)CC(C)(C)C)C(=O)O)F ((2R,3S,4R,5S)-3-(3-chloro-2-fluoro-phenyl)-4-(4-chloro-2-fluoro-phenyl)-4-cyano-5-(2,2-dimethyl-propyl)-pyrrolidine-2-carboxylic acid), CCN(C(C)C)C(C)C (DIPEA), C1(=CC=CC=C1)P(=O)(C1=CC=CC=C1)Cl (DIPHENYLPHOSPHINIC CHLORIDE), COC(=O)C1=NC2=C(N1)C=CC(=C2)N (5-AMINO-1H-BENZOIMIDAZOLE-2-CARBOXYLIC ACID METHYL ESTER). Run in ClCCl (dichloromethane), ClCCl (dichloromethane). Run at time 20 minute. The product is ClC=1C(=C(C=CC1)[C@H]1[C@@H](N[C@H]([C@]1(C#N)C1=C(C=C(C=C1)Cl)F)CC(C)(C)C)C(=O)NC1=CC2=C(NC(=N2)C(=O)OC)C=C1)F (methyl 5-((2R,3S,4R,5S)-3-(3-chloro-2-fluorophenyl)-4-(4-chloro-2-fluorophenyl)-4-cyano-5-neopentylpyrrolidine-2-carboxamido)-1H-benzo[d]imidazole-2-carboxylate). Reaction SMILES: [Cl:1][C:2]1[C:3]([F:31])=[C:4]([C@@H:8]2[C@:12]([C:15]3[CH:20]=[CH:19][C:18]([Cl:21])=[CH:17][C:16]=3[F:22])([C:13]#[N:14])[C@H:11]([CH2:23][C:24]([CH3:27])([CH3:26])[CH3:25])[NH:10][C@H:9]2[C:28](O)=[O:29])[CH:5]=[CH:6][CH:7]=1.CCN(C(C)C)C(C)C.C1(P(Cl)(C2C=CC=CC=2)=O)C=CC=CC=1.[CH3:56][O:57][C:58]([C:60]1[NH:64][C:63]2[CH:65]=[CH:66][C:67]([NH2:69])=[CH:68][C:62]=2[N:61]=1)=[O:59]>ClCCl>[Cl:1][C:2]1[C:3]([F:31])=[C:4]([C@@H:8]2[C@:12]([C:15]3[CH:20]=[CH:19][C:18]([Cl:21])=[CH:17][C:16]=3[F:22])([C:13]#[N:14])[C@H:11]([CH2:23][C:24]([CH3:26])([CH3:27])[CH3:25])[NH:10][C@H:9]2[C:28]([NH:69][C:67]2[CH:66]=[CH:65][C:63]3[NH:64][C:60]([C:58]([O:57][CH3:56])=[O:59])=[N:61][C:62]=3[CH:68]=2)=[O:29])[CH:5]=[CH:6][CH:7]=1. Procedure details: A solution of chiral (2R,3S,4R,5S)-3-(3-chloro-2-fluoro-phenyl)-4-(4-chloro-2-fluoro-phenyl)-4-cyano-5-(2,2-dimethyl-propyl)-pyrrolidine-2-carboxylic acid (60.3 mg, 0.129 mmol) in dichloromethane (3 ml) was reacted with DIPEA (66.8 mg, 0.514 mmol) and DIPHENYLPHOSPHINIC CHLORIDE (75.7 mg, 0.320 mmol) and stirred for 20 min under argon. 5-AMINO-1H-BENZOIMIDAZOLE-2-CARBOXYLIC ACID METHYL ESTER (25.7 mg, 0.134 mmol, Biofine) was added and stirred 2.5 hrs. The reaction mixture was diluted with dichl...